This data is from the Open Reaction Database (ORD), a public repository of structured organic reaction records. The task is: describe an organic reaction: reactants, conditions, products, and yield Reactants: ClCC(=O)N1C2=C(NC(C3=C1C=CC=C3)=O)C=CC=C2 (5-(chloroacetyl)-5,10-dihydro-11H-dibenzo[b,e][1,4]diazepin-11-one), C(C)N(CC)C[C@H]1NCCC1 ((S)-(+)-2-[(diethylamino)methyl]pyrrolidine). Solvent: C(C)O (ethanol). Yields the product C(C)N(CC)C[C@H]1N(CCC1)CC(=O)N1C2=C(NC(C3=C1C=CC=C3)=O)C=CC=C2 ((S)-5-[[2-[(Diethylamino)methyl]-1-pyrrolidinyl]acetyl]-5,10-dihydro-11H-dibenzo[b,e][1,4]diazepin-11-one). RXN SMILES: Cl[CH2:2][C:3]([N:5]1[C:11]2[CH:12]=[CH:13][CH:14]=[CH:15][C:10]=2[C:9](=[O:16])[NH:8][C:7]2[CH:17]=[CH:18][CH:19]=[CH:20][C:6]1=2)=[O:4].[CH2:21]([N:23]([CH2:26][C@@H:27]1[CH2:31][CH2:30][CH2:29][NH:28]1)[CH2:24][CH3:25])[CH3:22]>C(O)C>[CH2:21]([N:23]([CH2:26][C@@H:27]1[CH2:31][CH2:30][CH2:29][N:28]1[CH2:2][C:3]([N:5]1[C:11]2[CH:12]=[CH:13][CH:14]=[CH:15][C:10]=2[C:9](=[O:16])[NH:8][C:7]2[CH:17]=[CH:18][CH:19]=[CH:20][C:6]1=2)=[O:4])[CH2:24][CH3:25])[CH3:22]. Procedure: The title compound is prepared analogously to Example 31 from 5-(chloroacetyl)-5,10-dihydro-11H-dibenzo[b,e][1,4]diazepin-11-one and (S)-(+)-2-[(diethylamino)methyl]pyrrolidine to give a colorless highly viscous oil, [α]D20 =-10.5° (ethanol). The reactants are C(C1=CC=CC=C1)OC1=CC=C(C=C1)C(=C(C(F)(F)F)C1=CC=CC=C1)C1=CC=C(C=C1)OCCN(C)C (1-(4-benzyloxyphenyl)-1-[4-(2-dimethylamino-ethoxy)-phenyl]-2-phenyl-3,3,3-trifluoropropene). Reagents/catalysts: [Pd] (palladium-on-carbon). Solvent: C(C)(=O)O (acetic acid). Yields the product CN(CCOC1=CC=C(C=C1)C(=C(C(F)(F)F)C1=CC=CC=C1)C1=CC=C(C=C1)O)C (1-[4-(2-dimethylamino-ethoxy)-phenyl]-2-phenyl-3,3,3-trifluoro-1-(4-hydroxyphenyl)-propene). The yield is 39.5%. RXN SMILES: C([O:8][C:9]1[CH:14]=[CH:13][C:12]([C:15]([C:27]2[CH:32]=[CH:31][C:30]([O:33][CH2:34][CH2:35][N:36]([CH3:38])[CH3:37])=[CH:29][CH:28]=2)=[C:16]([C:21]2[CH:26]=[CH:25][CH:24]=[CH:23][CH:22]=2)[C:17]([F:20])([F:19])[F:18])=[CH:11][CH:10]=1)C1C=CC=CC=1>C(O)(=O)C.[Pd]>[CH3:38][N:36]([CH3:37])[CH2:35][CH2:34][O:33][C:30]1[CH:29]=[CH:28][C:27]([C:15]([C:12]2[CH:11]=[CH:10][C:9]([OH:8])=[CH:14][CH:13]=2)=[C:16]([C:21]2[CH:26]=[CH:25][CH:24]=[CH:23][CH:22]=2)[C:17]([F:18])([F:19])[F:20])=[CH:32][CH:31]=1. Procedure details: 2.06 g (4.56 mmoles) of 1-(4-benzyloxyphenyl)-1-[4-(2-dimethylamino-ethoxy)-phenyl]-2-phenyl-3,3,3-trifluoropropene are dissolved in 45 ml of acetic acid and hydrogenated in the presence of 0.5 g of a 10% palladium-on-carbon catalyst. The solution is evaporated and the radius is crystallized from ether. 0.77 g (39.5%) of the aimed compound is obtained; m.p.: 149°-155° C. Starting materials: C[C@H](CC[C@@H](C)C(C)C)[C@H]1CC[C@@H]2[C@@]1(CC[C@H]3[C@H]2CC=C4[C@@]3(CC[C@@H](C4)O)C)C (campesterol), C(C)(=O)OC(C)=O (acetic anhydride), O (water). Run in N1=CC=CC=C1 (pyridine). Conditions: time 8 hour. Product: C[C@H](CC[C@@H](C)C(C)C)[C@H]1CC[C@@H]2[C@@]1(CC[C@H]3[C@H]2CC=C4[C@@]3(CC[C@@H](C4)OC(=O)C)C)C (Campesterol Acetate). Isolated yield 75.3%. RXN SMILES: [CH3:1][C@@H:2]([C@@H:10]1[C@@:14]2([CH3:29])[CH2:15][CH2:16][C@@H:17]3[C@@:22]4([CH3:28])[CH2:23][CH2:24][C@H:25]([OH:27])[CH2:26][C:21]4=[CH:20][CH2:19][C@H:18]3[C@@H:13]2[CH2:12][CH2:11]1)[CH2:3][CH2:4][C@H:5]([CH:7]([CH3:9])[CH3:8])[CH3:6].[C:30](OC(=O)C)(=[O:32])[CH3:31].O>N1C=CC=CC=1>[CH3:1][C@@H:2]([C@@H:10]1[C@@:14]2([CH3:29])[CH2:15][CH2:16][C@@H:17]3[C@@:22]4([CH3:28])[CH2:23][CH2:24][C@H:25]([O:27][C:30]([CH3:31])=[O:32])[CH2:26][C:21]4=[CH:20][CH2:19][C@H:18]3[C@@H:13]2[CH2:12][CH2:11]1)[CH2:3][CH2:4][C@H:5]([CH:7]([CH3:8])[CH3:9])[CH3:6]. Procedure details: To a solution of 24.0 g (0.06 mol) of campesterol (1) in 180 ml of anhydrous pyridine was added 18.5 ml (0.196 mol) of acetic anhydride. The mixture was stirred at room temperature overnight and then 600 ml of water was added. The precipitate was filtered and washed three times with 200 ml portions of acetonitrile, and then air dried to yield 20.0 g (75%) of (2). The reactants are NC1=NC(=NC=C1C(=O)O)SCC (4-amino-5-carboxy-2-ethylmercaptopyrimidine), N1CCOCC1 (morpholine). Run at temperature 80 celsius. The product is NC1=NC(=NC=C1C(=O)O)N1CCOCC1 (4-Amino-2-morpholin-4-yl-pyrimidine-5-carboxylic acid). The yield is 8.4%. As a reaction SMILES: [NH2:1][C:2]1[C:7]([C:8]([OH:10])=[O:9])=[CH:6][N:5]=[C:4](SCC)[N:3]=1.[NH:14]1[CH2:19][CH2:18][O:17][CH2:16][CH2:15]1>>[NH2:1][C:2]1[C:7]([C:8]([OH:10])=[O:9])=[CH:6][N:5]=[C:4]([N:14]2[CH2:19][CH2:18][O:17][CH2:16][CH2:15]2)[N:3]=1. Procedure details: A mixture of 4-amino-5-carboxy-2-ethylmercaptopyrimidine (0.35 g, 1.8 mmol) and morpholine (0.5 mL, 10 mmol) was warmed at 80° C. for 4 d and concentrated in vacuo. The residue was purified by flash chromatography (silica gel, 4×7.5 cm, eluted with 97.25/2.5/0.25 acetonitrile/water/acetic acid) to yield the product as a white solid (34 mg, 30%). Starting materials: BrC=1C=C2C(=CNC2=C(C1)C(=O)N)C1CC(S(CC1)(=O)=O)(C)C ((racemic)-5-Bromo-3-(2,2-dimethyl-1,1-dioxidotetrahydro-2H-thiopyran-4-yl)-1H-indole-7-carboxamide), CC1(OB(OC1(C)C)C=1C=C(SC1)C=O)C (4-(4,4,5,5-tetramethyl-1,3,2-dioxaborolan-2-yl)-2-thiophenecarbaldehyde), C(=O)([O-])[O-].[K+].[K+] (K2CO3). The reagents and catalysts are C1=CC=C(C=C1)P([C-]2C=CC=C2)C3=CC=CC=C3.C1=CC=C(C=C1)P([C-]2C=CC=C2)C3=CC=CC=C3.Cl[Pd]Cl.[Fe+2] (PdCl2(dppf)). The solvent is O1CCOCC1 (1,4-dioxane), O (water). Conditions: time 5 minute. Product: CC1(S(CCC(C1)C1=CNC2=C(C=C(C=C12)C1=CSC(=C1)C=O)C(=O)N)(=O)=O)C (3-(2,2-Dimethyl-1,1-dioxidotetrahydro-2H-thiopyran-4-yl)-5-(5-formyl-3-thienyl)-1H-indole-7-carboxamide). The yield is 5.5%. Reaction SMILES: Br[C:2]1[CH:3]=[C:4]2[C:8](=[C:9]([C:11]([NH2:13])=[O:12])[CH:10]=1)[NH:7][CH:6]=[C:5]2[CH:14]1[CH2:19][CH2:18][S:17](=[O:21])(=[O:20])[C:16]([CH3:23])([CH3:22])[CH2:15]1.CC1(C)C(C)(C)OB([C:32]2[CH:33]=[C:34]([CH:37]=[O:38])[S:35][CH:36]=2)O1.C([O-])([O-])=O.[K+].[K+]>O1CCOCC1.O.C1C=CC(P(C2C=CC=CC=2)[C-]2C=CC=C2)=CC=1.C1C=CC(P(C2C=CC=CC=2)[C-]2C=CC=C2)=CC=1.Cl[Pd]Cl.[Fe+2]>[CH3:22][C:16]1([CH3:23])[CH2:15][CH:14]([C:5]2[C:4]3[C:8](=[C:9]([C:11]([NH2:13])=[O:12])[CH:10]=[C:2]([C:32]4[CH:33]=[C:34]([CH:37]=[O:38])[S:35][CH:36]=4)[CH:3]=3)[NH:7][CH:6]=2)[CH2:19][CH2:18][S:17]1(=[O:21])=[O:20] |f:2.3.4,7.8.9.10|. Procedure details: (racemic)-5-Bromo-3-(2,2-dimethyl-1,1-dioxidotetrahydro-2H-thiopyran-4-yl)-1H-indole-7-carboxamide (170 mg, 0.426 mmol) was placed in a microwave vial and dissolved in 1,4-dioxane (10 mL) and water (5 mL). 4-(4,4,5,5-tetramethyl-1,3,2-dioxaborolan-2-yl)-2-thiophenecarbaldehyde (203 mg, 0.851 mmol) and K2CO3 (177 mg, 1.277 mmol) was added. Argon was bubbled through the mixture for 10 min. PdCl2(dppf) (16.43 mg, 0.034 mmol) was added, and argon was bubbled another 10 mins. The vial was sealed and ... The reactants are CCO, CCCN(CC1CC1)c1cc(C(=O)Nc2ccc3c(cnn3CC(=O)OCC)c2)ncn1, ClCCl, Cl, [Na+], [OH-], O. Product: CCCN(CC1CC1)c1cc(C(=O)Nc2ccc3c(cnn3CC(=O)O)c2)ncn1. As a reaction SMILES: [CH3:37][CH2:38][OH:39].[CH:1]1([CH2:4][N:5]([c:6]2[cH:7][c:8]([C:12](=[O:13])[NH:14][c:15]3[cH:16][c:17]4[cH:18][n:19][n:20]([CH2:24][C:25](=[O:26])[O:27][CH2:28][CH3:29])[c:21]4[cH:22][cH:23]3)[n:9][cH:10][n:11]2)[CH2:30][CH2:31][CH3:32])[CH2:2][CH2:3]1.[Cl:40][CH2:41][Cl:42].[ClH:36].[Na+:34].[OH-:33].[OH2:35]>>[CH:1]1([CH2:4][N:5]([c:6]2[cH:7][c:8]([C:12](=[O:13])[NH:14][c:15]3[cH:16][c:17]4[cH:18][n:19][n:20]([CH2:24][C:25](=[O:26])[OH:27])[c:21]4[cH:22][cH:23]3)[n:9][cH:10][n:11]2)[CH2:30][CH2:31][CH3:32])[CH2:2][CH2:3]1.